Dataset: the Open Reaction Database (ORD), a public repository of structured organic reaction records. Task: describe an organic reaction: reactants, conditions, products, and yield The reactants are ClC(Cl)Cl, Clc1ccc2c(c1)N1CCCN=C1C21OCCO1, N, O=S(=O)(O)O. Product: O=C1C2=NCCCN2c2cc(Cl)ccc21. As a reaction SMILES: [CH:25]([Cl:26])([Cl:27])[Cl:28].[Cl:1][c:2]1[cH:3][cH:4][c:5]2[c:6]([cH:7]1)[N:8]1[C:9](=[N:10][CH2:11][CH2:12][CH2:13]1)[C:14]21[O:15][CH2:18][CH2:17][O:16]1.[NH3:24].[S:19](=[O:20])(=[O:21])([OH:22])[OH:23]>>[Cl:1][c:2]1[cH:3][cH:4][c:5]2[c:6]([cH:7]1)[N:8]1[C:9](=[N:10][CH2:11][CH2:12][CH2:13]1)[C:14]2=[O:15]. The reactants are C(#N)C1=NC=CC(=C1)CO (2-Cyano-4-(hydroxymethyl)pyridine), N1C=NC=C1 (imidazole), CC(C)(C)[Si](C)(C)Cl (TBDMSCl). Run in CN(C)C=O (DMF), C(C)OCC (diethyl ether). Run at time 1 hour. Product: [Si](C)(C)(C(C)(C)C)OCC1=CC(=NC=C1)C#N (4-(tert-Butyldimethylsilyloxy)methyl-2-cyanopyridine). RXN SMILES: [C:1]([C:3]1[CH:8]=[C:7]([CH2:9][OH:10])[CH:6]=[CH:5][N:4]=1)#[N:2].N1C=CN=C1.[CH3:16][C:17]([Si:20](Cl)([CH3:22])[CH3:21])([CH3:19])[CH3:18]>CN(C=O)C.C(OCC)C>[Si:20]([O:10][CH2:9][C:7]1[CH:6]=[CH:5][N:4]=[C:3]([C:1]#[N:2])[CH:8]=1)([C:17]([CH3:19])([CH3:18])[CH3:16])([CH3:22])[CH3:21]. Reported procedure: To a solution of 2-cyano-4-hydroxymethylpyridine (step 1, 3.63 g, 27.06 mmol) in DMF (50 ml) were added imidazole (4.42 g, 64.95 mmol) and TBDMSCl (4.89 g, 32.47 mmol) at room temperature. After stirring for 1 h, the mixture was diluted with diethyl ether (300 ml), washed with water (100 ml×4), and dried (MgSO4). Removal of solvent gave the title compound. 1H-NMR (CDCl3) δ: 8.65 (1 H, d, J=5.1 Hz), 7.68 (1 H, s), 7.46 (1 H, d, J=4.9 Hz), 4.78 (2 H, s), 0.96 (9 H, s), 0.13 (6 H, s). Yields the product CC12C=CC(=O)NC1CCc1cc(-c3cccc4ccccc34)ccc12. Starting materials: C1COCCO1, CCOC(C)=O, N#CC1=C(C#N)C(=O)C(Cl)=C(Cl)C1=O, CC12CCC(=O)NC1CCc1cc(-c3cccc4ccccc34)ccc12. RXN SMILES: [CH2:41]1[O:42][CH2:43][CH2:44][O:45][CH2:46]1.[CH3:47][CH2:48][O:49][C:50](=[O:51])[CH3:52].[Cl:27][C:28]1=[C:39]([Cl:40])[C:37](=[O:38])[C:34]([C:35]#[N:36])=[C:31]([C:32]#[N:33])[C:29]1=[O:30].[c:1]1(-[c:11]2[cH:12][c:13]3[c:14]([cH:25][cH:26]2)[C:15]2([CH3:24])[CH2:16][CH2:17][C:18](=[O:23])[NH:19][CH:20]2[CH2:21][CH2:22]3)[cH:2][cH:3][cH:4][c:5]2[cH:6][cH:7][cH:8][cH:9][c:10]12>>[c:1]1(-[c:11]2[cH:12][c:13]3[c:14]([cH:25][cH:26]2)[C:15]2([CH3:24])[CH:16]=[CH:17][C:18](=[O:23])[NH:19][CH:20]2[CH2:21][CH2:22]3)[cH:2][cH:3][cH:4][c:5]2[cH:6][cH:7][cH:8][cH:9][c:10]12.